The task is: describe an organic reaction: reactants, conditions, products, and yield. This data is from the Open Reaction Database (ORD), a public repository of structured organic reaction records. Starting materials: O=C1CCC(=O)N1Br, Cc1ccc2c(ccc3ccc(Br)cc32)c1, O=C(OOC(=O)c1ccccc1)c1ccccc1, ClC(Cl)(Cl)Cl. Product: BrCc1ccc2c(ccc3ccc(Br)cc32)c1. As a reaction SMILES: [Br:17][N:18]1[C:19](=[O:20])[CH2:21][CH2:22][C:23]1=[O:24].[Br:1][c:2]1[cH:3][cH:4][c:5]2[cH:6][cH:7][c:8]3[cH:9][c:10]([CH3:16])[cH:11][cH:12][c:13]3[c:14]2[cH:15]1.[C:25]([O:26][O:27][C:28](=[O:29])[c:30]1[cH:31][cH:32][cH:33][cH:34][cH:35]1)(=[O:36])[c:37]1[cH:38][cH:39][cH:40][cH:41][cH:42]1.[C:43]([Cl:44])([Cl:45])([Cl:46])[Cl:47]>>[Br:1][c:2]1[cH:3][cH:4][c:5]2[cH:6][cH:7][c:8]3[cH:9][c:10]([CH2:16][Br:17])[cH:11][cH:12][c:13]3[c:14]2[cH:15]1.